The task is: describe an organic reaction: reactants, conditions, products, and yield. This data is from the Open Reaction Database (ORD), a public repository of structured organic reaction records. Starting materials: NC=1N(C(C2(N1)CC(OC1=CC=C(C=C12)Br)C1=CC=CC=C1)=O)CC(F)(F)F (2′-amino-6-bromo-2-phenyl-1′-(2,2,2-trifluoroethyl)spiro[chroman-4,4′-imidazol]-5′(1′H)-one), C(#N)C=1C=C(C=CC1)B(O)O (3-cyanophenylboronic acid). The reagents and catalysts are Cl[Pd]([P](C1=CC=CC=C1)(C2=CC=CC=C2)C3=CC=CC=C3)([P](C4=CC=CC=C4)(C5=CC=CC=C5)C6=CC=CC=C6)Cl (Pd(PPh3)2Cl2). Solvent: O1CCOCC1 (1,4-dioxane), C(=O)([O-])[O-].[Cs+].[Cs+] (Cs2CO3). Product: NC=1N(C(C2(N1)CC(OC1=CC=C(C=C12)C=1C=C(C#N)C=CC1)C1=CC=CC=C1)=O)CC(F)(F)F (3-(2′-amino-5′-oxo-2-phenyl-1′-(2,2,2-trifluoroethyl)-1′,5′-dihydrospiro[chroman-4,4′-imidazole]-6-yl)benzonitrile). Isolated yield 17.6%. As a reaction SMILES: [NH2:1][C:2]1[N:3]([CH2:24][C:25]([F:28])([F:27])[F:26])[C:4](=[O:23])[C:5]2([C:15]3[C:10](=[CH:11][CH:12]=[C:13](Br)[CH:14]=3)[O:9][CH:8]([C:17]3[CH:22]=[CH:21][CH:20]=[CH:19][CH:18]=3)[CH2:7]2)[N:6]=1.[C:29]([C:31]1[CH:32]=[C:33](B(O)O)[CH:34]=[CH:35][CH:36]=1)#[N:30]>O1CCOCC1.C([O-])([O-])=O.[Cs+].[Cs+].Cl[Pd](Cl)([P](C1C=CC=CC=1)(C1C=CC=CC=1)C1C=CC=CC=1)[P](C1C=CC=CC=1)(C1C=CC=CC=1)C1C=CC=CC=1>[NH2:1][C:2]1[N:3]([CH2:24][C:25]([F:28])([F:27])[F:26])[C:4](=[O:23])[C:5]2([C:15]3[C:10](=[CH:11][CH:12]=[C:13]([C:35]4[CH:36]=[C:31]([CH:32]=[CH:33][CH:34]=4)[C:29]#[N:30])[CH:14]=3)[O:9][CH:8]([C:17]3[CH:22]=[CH:21][CH:20]=[CH:19][CH:18]=3)[CH2:7]2)[N:6]=1 |f:3.4.5,^1:54,73|. Procedure details: Pd(PPh3)2Cl2 (10 mg) in a 10 mL of tube under Ar2 was treated sequentially with 2′-amino-6-bromo-2-phenyl-1′-(2,2,2-trifluoroethyl)spiro[chroman-4,4′-imidazol]-5′(1′H)-one (20 mg, 0.044 mmol) in 1,4-dioxane (1 mL), Cs2CO3 (2 M, 0.3 mL) and 3-cyanophenylboronic acid (13 mg, 0.088 mmol). The mixture was heated at 120 under microwave reactor for 0.5 h. The reaction mixture was concentrated in vacuo to give the residue, which was purified by preparative TLC to give pure 3-(2′-amino-5′-oxo-2-phenyl-1... The reactants are CNC (dimethyl amine), C1CCOC1 (THF), C(C)(C)N(CC)C(C)C (diisopropyl ethylamine), ClC1=C(C(=NC=N1)C(=O)OCC)C (ethyl 6-chloro-5-methylpyrimidine-4-carboxylate). The solvent is O1CCOCC1 (dioxane), O (water). Run at temperature 80 celsius. Product: CN(C1=C(C(=NC=N1)C(=O)OCC)C)C (ethyl 6-(dimethylamino)-5-methylpyrimidine-4-carboxylate). Reaction SMILES: Cl[C:2]1[N:7]=[CH:6][N:5]=[C:4]([C:8]([O:10][CH2:11][CH3:12])=[O:9])[C:3]=1[CH3:13].[CH3:14][NH:15][CH3:16].C1COCC1.C(N(C(C)C)CC)(C)C>O1CCOCC1.O>[CH3:14][N:15]([CH3:16])[C:2]1[N:7]=[CH:6][N:5]=[C:4]([C:8]([O:10][CH2:11][CH3:12])=[O:9])[C:3]=1[CH3:13]. Reported procedure: To a solution of ethyl 6-chloro-5-methylpyrimidine-4-carboxylate (35) (0.9 g, 4.48 mmol) dissolved in dioxane (20 ml) were added dimethyl amine in THF (1M. 22.43 ml, 22.43 mmol) and diisopropyl ethylamine (3 ml, 22.43 mmol). The reaction mixture was heated to 80° C. for 16 h. Then the mixture is cooled to room temperature, diluted with water, and extracted with EtOAc (2×50 mL). The combined organic layer was washed with water, brine, dried over sodium sulfate, and concentrated at reduced pressur...